From a dataset of the Open Reaction Database (ORD), a public repository of structured organic reaction records. describe an organic reaction: reactants, conditions, products, and yield Reactants: N1N=CN=C1 (1,2,4-triazole), ClC=1N=C(C2=C(N1)SC(=C2)Cl)NCC2=CC(=C(C=C2)OC)OC (2,6-dichloro-4-(3,4-dimethoxybenzylamino)-thieno-[2,3-d]-pyrimidine). The product is N1(N=CN=C1)C=1N=C(C2=C(N1)SC(=C2)Cl)NCC2=CC(=C(C=C2)OC)OC (2-(1,2,4-triazol-1-yl)-6-chloro-4-(3,4-dimethoxybenzylamino)-thieno-[2,3-d]-pyrimidine). As a reaction SMILES: [NH:1]1[CH:5]=[N:4][CH:3]=[N:2]1.Cl[C:7]1[N:8]=[C:9]([NH:17][CH2:18][C:19]2[CH:24]=[CH:23][C:22]([O:25][CH3:26])=[C:21]([O:27][CH3:28])[CH:20]=2)[C:10]2[CH:15]=[C:14]([Cl:16])[S:13][C:11]=2[N:12]=1>>[N:1]1([C:7]2[N:8]=[C:9]([NH:17][CH2:18][C:19]3[CH:24]=[CH:23][C:22]([O:25][CH3:26])=[C:21]([O:27][CH3:28])[CH:20]=3)[C:10]3[CH:15]=[C:14]([Cl:16])[S:13][C:11]=3[N:12]=2)[CH:5]=[N:4][CH:3]=[N:2]1. Procedure: Following the procedure of Example 97, the reaction of 1,2,4-triazole with 2,6-dichloro-4-(3,4-dimethoxybenzylamino)-thieno-[2,3-d]-pyrimidine gives 2-(1,2,4-triazol-1-yl)-6-chloro-4-(3,4-dimethoxybenzylamino)-thieno-[2,3-d]-pyrimidine. Reactants: NC=1C=C2CCCC(C2=CC1)=O (6-Aminotetralone), Cl.NO (hydroxylamine hydrochloride), C(C)(=O)[O-].[Na+] (sodium acetate). Run in O (water), C(C)O (ethanol), O (water). Product: NC=1C=C2CCCC(C2=CC1)=NO (6-Amino-3,4-dihydro-2H-naphthalen-1-one oxime). Isolated yield 83.0%. RXN SMILES: [NH2:1][C:2]1[CH:3]=[C:4]2[C:9](=[CH:10][CH:11]=1)[C:8](=O)[CH2:7][CH2:6][CH2:5]2.Cl.[NH2:14][OH:15].C([O-])(=O)C.[Na+]>C(O)C.O>[NH2:1][C:2]1[CH:3]=[C:4]2[C:9](=[CH:10][CH:11]=1)[C:8](=[N:14][OH:15])[CH2:7][CH2:6][CH2:5]2 |f:1.2,3.4|. Procedure details: 6-Aminotetralone (1.98 g, 12.3 mmol), hydroxylamine hydrochloride (0.85 g, 12.3 mmol), sodium acetate (2.52 g, 30.7 mmol), and water (3.3 ml) were dissolved in ethanol (10 ml), and the mixture was heated to reflux 4 hours. After cooling to room temperature, the mixture was diluted with water (20 ml), and the resulting precipitate was filtered to obtain 6-Amino-3,4-dihydro-2H-naphthalen-1-one oxime as a light brown solid, 1.80 g. (83% yield) 1H NMR (400 MHz, DMSO-d6) δ 10.41 (s, 1H), 7.48-7.53 (m... Product: C1CCC2CCCCC12 (perhydroindane). Reactants: C1CCC2CCCC=C12 (tetrahydroindane), [H][H] (hydrogen). The reagents and catalysts are [Pt] (platinum), [Rh] (rhodium), [Pd] (palladium). RXN SMILES: [CH2:1]1[C:9]2[CH:4]([CH2:5][CH2:6][CH2:7][CH:8]=2)[CH2:3][CH2:2]1.[H][H]>[Pd].[Pt].[Rh]>[CH2:1]1[CH:9]2[CH:4]([CH2:5][CH2:6][CH2:7][CH2:8]2)[CH2:3][CH2:2]1. Procedure details: Hydrogenating the tetrahydroindane derivative with hydrogen in the presence of a palladium-, platinum-, or rhodium-containing hydrogenation catalyst to produce a perhydroindane derivative; The reactants are ice water, [Cl-].[NH4+] (ammonium chloride), BrC=1C=C2CCC(C2=CC1)OC1OCCCC1 (5-bromo-1-(tetrahydropyran-2-yloxy)indane), CCCCCC.C(CCC)[Li] (n-butyllithiumhexane), CN(C=O)C (N,N-dimethylformamide). Solvent: C(C)OCC (diethyl ether), O1CCCC1 (tetrahydrofuran). Reaction conditions: time 5 minute. The product is C(=O)C=1C=C2CCC(C2=CC1)OC1OCCCC1 (5-formyl-1-(tetrahydropyran-2-yloxy)indane). RXN SMILES: Br[C:2]1[CH:3]=[C:4]2[C:8](=[CH:9][CH:10]=1)[CH:7]([O:11][CH:12]1[CH2:17][CH2:16][CH2:15][CH2:14][O:13]1)[CH2:6][CH2:5]2.CCCCCC.C([Li])CCC.CN(C)[CH:31]=[O:32].[Cl-].[NH4+]>O1CCCC1.C(OCC)C>[CH:31]([C:2]1[CH:3]=[C:4]2[C:8](=[CH:9][CH:10]=1)[CH:7]([O:11][CH:12]1[CH2:17][CH2:16][CH2:15][CH2:14][O:13]1)[CH2:6][CH2:5]2)=[O:32] |f:1.2,4.5|. Procedure details: 8.1 g of 5-bromo-1-(tetrahydropyran-2-yloxy)indane was dissolved in 100 ml of anhdyrous tetrahydrofuran under a nitrogen atmosphere. To the solution was dropwise added 20 ml of a 1.5N n-butyllithiumhexane solution at -65° C. in 10 minutes. The resulting mixture was stirred at the same temperature for 5 minutes. Thereto was added 2.3 ml of anhydrous N,N-dimethylformamide. The reaction mixture was heated to room temperature and added to a mixture of 100 ml of ice water, 100 ml of diethyl ether and...